From a dataset of the Open Reaction Database (ORD), a public repository of structured organic reaction records. describe an organic reaction: reactants, conditions, products, and yield Reaction SMILES: [CH3:1][O:2][C:3](=[O:37])[CH:4]([C:9]1[CH:10]=[C:11]([C:23]2[CH:28]=[C:27]([C:29]([F:32])([F:31])[F:30])[CH:26]=[C:25]([C:33]([F:36])([F:35])[F:34])[CH:24]=2)[CH:12]=[C:13](OS(C(F)(F)F)(=O)=O)[CH:14]=1)[CH2:5][CH:6]([CH3:8])[CH3:7].[C:38]([C:40]1[CH:41]=[C:42](B(O)O)[CH:43]=[CH:44][CH:45]=1)#[N:39]>>[CH3:1][O:2][C:3](=[O:37])[CH:4]([C:9]1[CH:10]=[C:11]([C:23]2[CH:28]=[C:27]([C:29]([F:31])([F:32])[F:30])[CH:26]=[C:25]([C:33]([F:34])([F:36])[F:35])[CH:24]=2)[CH:12]=[C:13]([C:44]2[CH:43]=[CH:42][CH:41]=[C:40]([C:38]#[N:39])[CH:45]=2)[CH:14]=1)[CH2:5][CH:6]([CH3:7])[CH3:8]. The reactants are COC(C(CC(C)C)C=1C=C(C=C(C1)OS(=O)(=O)C(F)(F)F)C1=CC(=CC(=C1)C(F)(F)F)C(F)(F)F)=O (4-methyl-2-(5-trifluoromethanesulfonyloxy-3′,5′-bis-trifluoromethyl-biphenyl-3-yl)-pentanoic acid methyl ester), COC(C(CC(C)C)C=1C=C(C=C(C1)OS(=O)(=O)C(F)(F)F)C1=CC(=CC(=C1)C(F)(F)F)C(F)(F)F)=O (4-methyl-2-(5-trifluoromethanesulfonyloxy-3′,5′-bis-trifluoromethyl-biphenyl-3-yl)-pentanoic acid methyl ester), C(#N)C=1C=C(C=CC1)B(O)O (3-cyanophenylboronic acid). The yield is 48.0%. Procedure: The title compound was prepared in 48% yield from 4-methyl-2-(5-trifluoromethanesulfonyloxy-3′,5′-bis-trifluoromethyl-biphenyl-3-yl)-pentanoic acid methyl ester (prepared in Intermediate A) and 3-cyanophenylboronic acid under the conditions described in Example 26, step (d). Product: COC(C(CC(C)C)C=1C=C(C=C(C1)C1=CC(=CC=C1)C#N)C1=CC(=CC(=C1)C(F)(F)F)C(F)(F)F)=O (2-(3-Cyano-3″,5″-bis-trifluoromethyl-[1,1′;3′,1″]terphenyl-5′-yl)-4-methyl-pentanoic acid methyl ester). Reactants: BrCCCCCC(=O)OCC (ethyl 6-bromocaproate), C(C1=CC=CC=C1)(C1=CC=CC=C1)N (benzhydrylamine). Solvent: C1CCCCC1 (cyclohexane). Product: C(C)OC(CCCCCNC(C1=CC=CC=C1)C1=CC=CC=C1)=O (ethyl-6-benzhydrylaminocaproate). Isolated yield 69.2%. As a reaction SMILES: Br[CH2:2][CH2:3][CH2:4][CH2:5][CH2:6][C:7]([O:9][CH2:10][CH3:11])=[O:8].[CH:12]([NH2:25])([C:19]1[CH:24]=[CH:23][CH:22]=[CH:21][CH:20]=1)[C:13]1[CH:18]=[CH:17][CH:16]=[CH:15][CH:14]=1>C1CCCCC1>[CH2:10]([O:9][C:7](=[O:8])[CH2:6][CH2:5][CH2:4][CH2:3][CH2:2][NH:25][CH:12]([C:13]1[CH:18]=[CH:17][CH:16]=[CH:15][CH:14]=1)[C:19]1[CH:24]=[CH:23][CH:22]=[CH:21][CH:20]=1)[CH3:11]. Procedure: 22.3 g of ethyl 6-bromocaproate, 55 g of benzhydrylamine and 30 ml of cyclohexane are stirred at room temperature for 20 days. Preparation analogously to Example 19 yields 22.5 g (69% of theory) of ethyl-6-benzhydrylaminocaproate [B.P. 162° to 167° (0.02 mm Hg)]. Reactants: NC=1C=CC(=NC1)CCC[C@@H](C(=O)N1CCC(CC1)C)NC(OC(C)(C)C)=O (1,1-dimethylethyl [(S)-4-(5-aminopyrid-2-yl)-1-[(4-methylpiperid-1-yl)carbonyl]butyl]carbamate), 1-[, Cl.CC1CCNCC1 (4-methylpiperidine hydrochloride). Yields the product Cl.N[C@H](C(=O)N1CCC(CC1)C)CCCC1=NC=C(C=C1)N (1-[(2S)-2-Amino-5-(5-aminopyrid-2-yl)-1-oxopentyl]-4-methylpiperidine hydrochloride). Reaction SMILES: [NH2:1][C:2]1[CH:3]=[CH:4][C:5]([CH2:8][CH2:9][CH2:10][C@H:11]([NH:21]C(=O)OC(C)(C)C)[C:12]([N:14]2[CH2:19][CH2:18][CH:17]([CH3:20])[CH2:16][CH2:15]2)=[O:13])=[N:6][CH:7]=1.[ClH:29].CC1CCNCC1>>[ClH:29].[NH2:21][C@@H:11]([CH2:10][CH2:9][CH2:8][C:5]1[CH:4]=[CH:3][C:2]([NH2:1])=[CH:7][N:6]=1)[C:12]([N:14]1[CH2:19][CH2:18][CH:17]([CH3:20])[CH2:16][CH2:15]1)=[O:13] |f:1.2,3.4|. Procedure: The same procedure as in Example 1.5 is used. Thus, starting with 1,1-dimethylethyl [(S)-4-(5-aminopyrid-2-yl)-1-[(4-methylpiperid-1-yl)carbonyl]butyl]carbamate (10.2 g; 26.0 mmol), 9.5 g of 1-[(2S)-2-amino-5-(5-aminopyrid-2-yl)-1-oxopentyl[-4-methylpiperidine hydrochloride are obtained in the form of a hygroscopic amorphous powder, which is used without further purification in the following step. Reactants: O=C1CCC(Cc2ccc(-c3ccc(F)c[nH+]3)cc2)(C(=O)O)N1, ClCCl, CN1CCOCC1, CCN=C=NCCCN(C)C, CCOC(C)=O, [Cl-], [Cl-], Cl, CCC(C)(C)CC(O)CN, [Na+], On1nnc2ccccc21. Product: CCC(C)(C)CC(O)CNC(=O)C1(Cc2ccc(-c3ccc(F)cn3)cc2)CCC(=O)N1. RXN SMILES: [C:11](=[O:12])([OH:13])[C:14]1([CH2:20][c:21]2[cH:22][cH:23][c:24](-[c:27]3[nH+:28][cH:29][c:30]([F:33])[cH:31][cH:32]3)[cH:25][cH:26]2)[NH:15][C:16](=[O:19])[CH2:17][CH2:18]1.[CH2:66]([Cl:67])[Cl:68].[CH3:1][N:2]1[CH2:3][CH2:4][O:5][CH2:6][CH2:7]1.[CH3:45][N:46]([CH3:47])[CH2:48][CH2:49][CH2:50][N:51]=[C:52]=[N:53][CH2:54][CH3:55].[CH3:69][CH2:70][O:71][C:72](=[O:73])[CH3:74].[Cl-:10].[Cl-:8].[ClH:44].[NH2:34][CH2:35][CH:36]([CH2:37][C:38]([CH2:39][CH3:40])([CH3:41])[CH3:42])[OH:43].[Na+:9].[OH:56][n:57]1[c:58]2[cH:59][cH:60][cH:61][cH:62][c:63]2[n:64][n:65]1>>[C:11](=[O:13])([C:14]1([CH2:20][c:21]2[cH:22][cH:23][c:24](-[c:27]3[n:28][cH:29][c:30]([F:33])[cH:31][cH:32]3)[cH:25][cH:26]2)[NH:15][C:16](=[O:19])[CH2:17][CH2:18]1)[NH:34][CH2:35][CH:36]([CH2:37][C:38]([CH2:39][CH3:40])([CH3:41])[CH3:42])[OH:43]. Starting materials: C=1(C(=CC=CC1)N)C1=CC=CC=C1 (2-biphenylamine), BrC1=C(C=CC=C1)C1=CC=CC=C1 (2-bromobiphenyl), C(C)(C)(C)O[Na] (tert-butoxy sodium). Reagents/catalysts: C(C)(C)(C)P(C(C)(C)C)C(C)(C)C (tri-tert-butylphosphine). Run in C1(=CC=CC=C1)C (toluene). Reaction conditions: temperature 110 celsius. Product: C1(=C(C=CC=C1)NC1=C(C=CC=C1)C1=CC=CC=C1)C1=CC=CC=C1 (dibiphenyl-2-yl amine). The yield is 70.9%. Reaction SMILES: [C:1]1([C:8]2[CH:13]=[CH:12][CH:11]=[CH:10][CH:9]=2)[C:2]([NH2:7])=[CH:3][CH:4]=[CH:5][CH:6]=1.Br[C:15]1[CH:20]=[CH:19][CH:18]=[CH:17][C:16]=1[C:21]1[CH:26]=[CH:25][CH:24]=[CH:23][CH:22]=1.C(O[Na])(C)(C)C>C1(C)C=CC=CC=1.C(P(C(C)(C)C)C(C)(C)C)(C)(C)C>[C:1]1([C:8]2[CH:9]=[CH:10][CH:11]=[CH:12][CH:13]=2)[CH:6]=[CH:5][CH:4]=[CH:3][C:2]=1[NH:7][C:26]1[CH:25]=[CH:24][CH:23]=[CH:22][C:21]=1[C:16]1[CH:15]=[CH:20][CH:19]=[CH:18][CH:17]=1. Reported procedure: Trisdibenzylideneacetonedipalladium (0.276 g, 0.3 mmol) and tri-tert-butylphosphine (0.121 g, 0.6 mmol) were put into a flask, and then dissolved in 40 mL of toluene. Subsequently, 2-biphenylamine (2.53 g, 15 mmol), 2-bromobiphenyl (3.50 g, 15 mmol) and tert-butoxy sodium (2.16 g, 22.5 mmol) were added into the flask, and then refluxed at a temperature of 110° C. for 12 hours. After the flask including the reactant mixture was cooled to room temperature, the reactant mixture was washed using an ...